Dataset: the Open Reaction Database (ORD), a public repository of structured organic reaction records. Task: describe an organic reaction: reactants, conditions, products, and yield The reactants are C(C)C=1NC2=C(N1)CCCC2 (2-Ethyl-4,5,6,7-tetrahydrobenzimidazole), BrCC(CCCCCCCC)CCCCCC (1-bromo-2-hexyldecane), C([O-])([O-])=O.[Na+].[Na+] (sodium carbonate). Solvent: COCCO (2-methoxyethanol). Yields the product C(CCCCC)C(CN1C(=NC2=C1CCCC2)CC)CCCCCCCC (1-(2'-hexyldecyl)-2-ethyl-4,5,6,7-tetrahydrobenzimidazole). As a reaction SMILES: [CH2:1]([C:3]1[NH:4][C:5]2[CH2:11][CH2:10][CH2:9][CH2:8][C:6]=2[N:7]=1)[CH3:2].Br[CH2:13][CH:14]([CH2:23][CH2:24][CH2:25][CH2:26][CH2:27][CH3:28])[CH2:15][CH2:16][CH2:17][CH2:18][CH2:19][CH2:20][CH2:21][CH3:22].C(=O)([O-])[O-].[Na+].[Na+]>COCCO>[CH2:23]([CH:14]([CH2:15][CH2:16][CH2:17][CH2:18][CH2:19][CH2:20][CH2:21][CH3:22])[CH2:13][N:7]1[C:6]2[CH2:8][CH2:9][CH2:10][CH2:11][C:5]=2[N:4]=[C:3]1[CH2:1][CH3:2])[CH2:24][CH2:25][CH2:26][CH2:27][CH3:28] |f:2.3.4|. Procedure details: 2-Ethyl-4,5,6,7-tetrahydrobenzimidazole (14.3 parts), 2-methoxyethanol (30 parts), 1-bromo-2-hexyldecane (35 parts) and sodium carbonate (5.7 parts) are stirred together and heated at 125°-135° C. below a reflux condenser for 15 hours. The reaction mixture is cooled and extracted with a mixture of toluene (150 parts) and ethyl acetate (50 parts) and the extract is washed successively with water, dilute sulphuric acid, dilute sodium hydroxide, and water, and then distilled yielding 1-(2'-hexyldec... The reactants are C1(=CC=CC=C1)C[C@H](C)N ((S)-1-phenylpropan-2-amine), IC1=CC=C(C=O)C=C1 (4-iodobenzaldehyde), [O-]S(=O)(=O)[O-].[Mg+2] (MgSO4). The solvent is C1=CC=CC=C1 (benzene). Run at time 4 hour. Product: IC1=CC=C(C=N[C@H](CC2=CC=CC=C2)C)C=C1 ((S)—N-(4-iodobenzylidene)-1-phenylpropan-2-amine). As a reaction SMILES: [C:1]1([CH2:7][C@@H:8]([NH2:10])[CH3:9])[CH:6]=[CH:5][CH:4]=[CH:3][CH:2]=1.[I:11][C:12]1[CH:19]=[CH:18][C:15]([CH:16]=O)=[CH:14][CH:13]=1.[O-]S([O-])(=O)=O.[Mg+2]>C1C=CC=CC=1>[I:11][C:12]1[CH:19]=[CH:18][C:15]([CH:16]=[N:10][C@@H:8]([CH3:9])[CH2:7][C:1]2[CH:6]=[CH:5][CH:4]=[CH:3][CH:2]=2)=[CH:14][CH:13]=1 |f:2.3|. Procedure: To a solution of (S)-1-phenylpropan-2-amine (0.500 g, 3698 μmol) in benzene (5 mL) was added 4-iodobenzaldehyde (858 mg, 3698 μmol) and MgSO4 (1.000 g, 8308 μmol) and the suspension stirred at RT 4 h. The suspension was filtered and the solid washed with benzene (2×2 mL). The combined filtrates were concentrated to give (S)—N-(4-iodobenzylidene)-1-phenylpropan-2-amine as a yellow oil which was used without purification in the next step. Starting materials: [Al+3], CCOCC, COC(=O)C12OC1(Cc1ccc(Cl)cc1)CCC2(C)C, [H-], [H-], [H-], [H-], [Li+], [Na+], [OH-], O. Product: CC1(C)CCC2(Cc3ccc(Cl)cc3)OC12CO. As a reaction SMILES: [Al+3:22].[CH3:30][CH2:31][O:32][CH2:33][CH3:34].[Cl:1][c:2]1[cH:3][cH:4][c:5]([CH2:6][C:7]23[C:8]([C:14](=[O:15])[O:16][CH3:17])([C:9]([CH3:12])([CH3:13])[CH2:10][CH2:11]2)[O:18]3)[cH:19][cH:20]1.[H-:21].[H-:24].[H-:25].[H-:26].[Li+:23].[Na+:29].[OH-:28].[OH2:27]>>[Cl:1][c:2]1[cH:3][cH:4][c:5]([CH2:6][C:7]23[C:8]([CH2:14][OH:15])([C:9]([CH3:12])([CH3:13])[CH2:10][CH2:11]2)[O:18]3)[cH:19][cH:20]1.